describe an organic reaction: reactants, conditions, products, and yield From a dataset of the Open Reaction Database (ORD), a public repository of structured organic reaction records. Starting materials: [H-], O=[N+]([O-])c1cccc(S(=O)(=O)OCC2CO2)c1, [Na+], CN(C)C=O, Oc1cccc2[nH]c3ccccc3c12. The product is c1ccc2c(c1)[nH]c1cccc(OCC3CO3)c12. RXN SMILES: [H-:16].[N+:17]([c:18]1[cH:19][c:20]([S:21]([O:22][CH2:30][CH:31]2[CH2:32][O:33]2)(=[O:23])=[O:24])[cH:25][cH:26][cH:27]1)([O-:28])=[O:29].[Na+:15].[O:34]=[CH:35][N:36]([CH3:37])[CH3:38].[cH:1]1[cH:2][cH:3][c:4]([OH:14])[c:5]2[c:6]3[cH:7][cH:8][cH:9][cH:10][c:11]3[nH:12][c:13]12>>[cH:1]1[cH:2][cH:3][c:4]([O:14][CH2:30][CH:31]2[CH2:32][O:33]2)[c:5]2[c:6]3[cH:7][cH:8][cH:9][cH:10][c:11]3[nH:12][c:13]12. The reactants are ClC=1C=C2C=C(C(OC2=CC1F)C(F)(F)F)C(=O)OCC (ethyl 6-chloro-7-fluoro-2-(trifluoromethyl)-2H-chromene-3-carboxylate), C(CC(C)C)N (isopentylamine), C(=O)([O-])[O-].[K+].[K+] (K2CO3). Run in CN(C)C=O (DMF). Run at temperature 90 celsius. Product: ClC=1C=C2C=C(C(OC2=CC1NCCC(C)C)C(F)(F)F)C(=O)OCC (ethyl 6-chloro-7-(isopentylamino)-2-(trifluoromethyl)-2H-chromene-3-carboxylate). Yield: 81.2%. RXN SMILES: [Cl:1][C:2]1[CH:3]=[C:4]2[C:9](=[CH:10][C:11]=1F)[O:8][CH:7]([C:13]([F:16])([F:15])[F:14])[C:6]([C:17]([O:19][CH2:20][CH3:21])=[O:18])=[CH:5]2.[CH2:22]([NH2:27])[CH2:23][CH:24]([CH3:26])[CH3:25].C([O-])([O-])=O.[K+].[K+]>CN(C=O)C>[Cl:1][C:2]1[CH:3]=[C:4]2[C:9](=[CH:10][C:11]=1[NH:27][CH2:22][CH2:23][CH:24]([CH3:26])[CH3:25])[O:8][CH:7]([C:13]([F:16])([F:15])[F:14])[C:6]([C:17]([O:19][CH2:20][CH3:21])=[O:18])=[CH:5]2 |f:2.3.4|. Reported procedure: A mixture of ethyl 6-chloro-7-fluoro-2-(trifluoromethyl)-2H-chromene-3-carboxylate (Example 7a, Step 2) (0.5 g, 1.54 mmole) and isopentylamine (0.18 mL, 1.54 mmole) was dissolved in anhydrous DMF (5 mL), warmed to 90° C. and treated with K2CO3 (0.25 g, 1.84 mmole). The mixture was maintained at 90° C. for 24 hrs, cooled to room temperature, filtered through celite and condensed to a viscous oil. The oil was purified by flash chromatography (silica gel) with 40% methylene chloride in hexane to gi... The reactants are CC1(C)Cc2cc(C(=O)O)ccc2NC1c1cccc(Br)c1, O=C([O-])[O-], O=c1[nH]cnc2c1CCN(Cc1ccccc1)C2, CN(C)CC(=O)O, CS(C)=O, Cl, [Cu]I, [K+], [K+]. Product: CC1(C)Cc2cc(C(=O)O)ccc2NC1c1cccc(-n2cnc3c(c2=O)CCN(Cc2ccccc2)C3)c1. As a reaction SMILES: [Br:1][c:2]1[cH:3][c:4]([CH:8]2[NH:9][c:10]3[cH:11][cH:12][c:13]([C:20](=[O:21])[OH:22])[cH:14][c:15]3[CH2:16][C:17]2([CH3:18])[CH3:19])[cH:5][cH:6][cH:7]1.[C:49](=[O:50])([O-:51])[O-:52].[CH2:23]([c:24]1[cH:25][cH:26][cH:27][cH:28][cH:29]1)[N:30]1[CH2:31][c:32]2[n:33][cH:34][nH:35][c:36](=[O:40])[c:37]2[CH2:38][CH2:39]1.[CH3:42][N:43]([CH3:44])[CH2:45][C:46]([OH:47])=[O:48].[CH3:55][S:56](=[O:57])[CH3:58].[ClH:41].[Cu:59][I:60].[K+:53].[K+:54]>>[c:2]1(-[n:35]2[cH:34][n:33][c:32]3[c:37]([c:36]2=[O:40])[CH2:38][CH2:39][N:30]([CH2:23][c:24]2[cH:25][cH:26][cH:27][cH:28][cH:29]2)[CH2:31]3)[cH:3][c:4]([CH:8]2[NH:9][c:10]3[cH:11][cH:12][c:13]([C:20](=[O:21])[OH:22])[cH:14][c:15]3[CH2:16][C:17]2([CH3:18])[CH3:19])[cH:5][cH:6][cH:7]1. Reactants: FC1=CC=C(C=C1)C1(C(N(CCC1)CC(=O)O)=O)C1=CC=C(C=C1)F (2-(3,3-Bis(4-fluorophenyl)-2-oxopiperidin-1-yl)acetic acid), N1(CCNCC1)C(=O)OCC1=CC=CC=C1 (benzyl piperazine-1-carboxylate), Cl.CN(CCCN=C=NCC)C (1-(3-Dimethylaminopropyl)-3-ethylcarbodiimide hydrochloride). The reagents and catalysts are CN(C1=CC=NC=C1)C (4-(dimethylamino)pyridine). Solvent: C(Cl)Cl (CH2Cl2). Reaction conditions: time 8 hour. Yields the product FC1=CC=C(C=C1)C1(C(N(CCC1)CC(=O)N1CCN(CC1)C(=O)OCC1=CC=CC=C1)=O)C1=CC=C(C=C1)F (Benzyl 4-(2-(3,3-bis(4-fluorophenyl)-2-oxopiperidin-1-yl)acetyl)piperazine-1-carboxylate). Reaction SMILES: [F:1][C:2]1[CH:7]=[CH:6][C:5]([C:8]2([C:19]3[CH:24]=[CH:23][C:22]([F:25])=[CH:21][CH:20]=3)[CH2:13][CH2:12][CH2:11][N:10]([CH2:14][C:15](O)=[O:16])[C:9]2=[O:18])=[CH:4][CH:3]=1.[N:26]1([C:32]([O:34][CH2:35][C:36]2[CH:41]=[CH:40][CH:39]=[CH:38][CH:37]=2)=[O:33])[CH2:31][CH2:30][NH:29][CH2:28][CH2:27]1.Cl.CN(C)CCCN=C=NCC>C(Cl)Cl.CN(C)C1C=CN=CC=1>[F:1][C:2]1[CH:7]=[CH:6][C:5]([C:8]2([C:19]3[CH:20]=[CH:21][C:22]([F:25])=[CH:23][CH:24]=3)[CH2:13][CH2:12][CH2:11][N:10]([CH2:14][C:15]([N:29]3[CH2:30][CH2:31][N:26]([C:32]([O:34][CH2:35][C:36]4[CH:41]=[CH:40][CH:39]=[CH:38][CH:37]=4)=[O:33])[CH2:27][CH2:28]3)=[O:16])[C:9]2=[O:18])=[CH:4][CH:3]=1 |f:2.3|. Procedure: To a solution of 2-(3,3-bis(4-fluorophenyl)-2-oxopiperidin-1-yl)acetic acid (0.34 g, 1.0 mmol, Example 23D) in CH2Cl2 (15 mL) was added benzyl piperazine-1-carboxylate (0.22 g, 1.0 mmol) under nitrogen. 1-(3-Dimethylaminopropyl)-3-ethylcarbodiimide hydrochloride (0.38 g, 2.0 mmol) and 4-(dimethylamino)pyridine (0.012 g, 0.1 mmol) were added to the reaction, and the mixture was stirred overnight at room temperature. The organic layer was washed with water and brine, dried over MgSO4, filtered, an... The reactants are ClC1=CSC2=C1C=1N(C=N2)C(=NN1)C(C)C (9-chloro-3-isopropylthieno[3,2-e][1,2,4]triazolo[4,3-c]pyrimidine), CNCCN (N-methylethane-1,2-diamine). Solvent: CO (methanol), [Cl-].[NH4+] (ammonium chloride). Conditions: time 15 minute. Yields the product ClC=1C(=C(SC1)N)C1=NC(=NN1)C(C)C (4-chloro-3-(3-isopropyl-1H-1,2,4-triazol-5-yl)thiophen-2-amine). RXN SMILES: [Cl:1][C:2]1[C:6]2[C:7]3[N:8]([C:11]([CH:14]([CH3:16])[CH3:15])=[N:12][N:13]=3)C=[N:10][C:5]=2[S:4][CH:3]=1.CNCCN>CO.[Cl-].[NH4+]>[Cl:1][C:2]1[C:6]([C:7]2[NH:13][N:12]=[C:11]([CH:14]([CH3:16])[CH3:15])[N:8]=2)=[C:5]([NH2:10])[S:4][CH:3]=1 |f:3.4|. Reported procedure: 9-chloro-3-isopropylthieno[3,2-e][1,2,4]triazolo[4,3-c]pyrimidine (300 mg, 1.19 mmol) and N-methylethane-1,2-diamine (0.50 ml, 5.67 mmol) in methanol (10 ml) was placed into a preheated oil bath at 60° C. After stirring for 15 min, the solution was diluted with saturated ammonium chloride and extracted with methylene chloride. The combined organic extracts were dried over magnesium sulfate, filtered, and concentrated under reduced pressure to yield 4-chloro-3-(3-isopropyl-1H-1,2,4-triazol-5-yl)t... Starting materials: C1(CCCCC1)ON1C(CC(CC1(C)C)N(CCCCCCN(C1=NC(=NC(=N1)Cl)NCCCCC1CC(N(C(C1)(C)C)OC1CCCCC1)(C)C)C1CC(N(C(C1)(C)C)OC1CCCCC1)(C)C)C1=NC(=NC(=N1)Cl)NCCCCC1CC(N(C(C1)(C)C)OC1CCCCC1)(C)C)(C)C (N,N'-bis(1-cyclohexyloxy-2,2,6,6-tetramethylpiperidin-4-yl)-N,N'-bis{2-chloro-4-[N-(1-cyclohexyloxy-2,2,6,6-tetramethylpiperidin-4-yl)butylamino]-1,3,5-triazin-6-yl}-1,6-hexanediamine), C(O)CN (ethanolamine). Yields the product C1(CCCCC1)ON1C(CC(CC1(C)C)N(CCCCCCN(C1=NC(=NC(=N1)NCCO)NCCCCC1CC(N(C(C1)(C)C)OC1CCCCC1)(C)C)C1CC(N(C(C1)(C)C)OC1CCCCC1)(C)C)C1=NC(=NC(=N1)NCCO)NCCCCC1CC(N(C(C1)(C)C)OC1CCCCC1)(C)C)(C)C (N,N'-Bis(1-cyclohexyloxy-2,2,6,6-tetramethylpiperidin-4-yl)-N,N'-bis{2-[(2-hydroxyethyl)amino]-4-[N-(1-cyclohexyloxy-2,2,6,6-tetramethylpiperidin-4-yl)butylamino]-1,3,5-triazin-6-yl}-1,6-hexanediamine). Reaction SMILES: [CH:1]1([O:7][N:8]2[C:13]([CH3:15])([CH3:14])[CH2:12][CH:11]([N:16]([C:70]3[N:75]=[C:74](Cl)[N:73]=[C:72]([NH:77][CH2:78][CH2:79][CH2:80][CH2:81][CH:82]4[CH2:87][C:86]([CH3:89])([CH3:88])[N:85]([O:90][CH:91]5[CH2:96][CH2:95][CH2:94][CH2:93][CH2:92]5)[C:84]([CH3:98])([CH3:97])[CH2:83]4)[N:71]=3)[CH2:17][CH2:18][CH2:19][CH2:20][CH2:21][CH2:22][N:23]([CH:53]3[CH2:58][C:57]([CH3:60])([CH3:59])[N:56]([O:61][CH:62]4[CH2:67][CH2:66][CH2:65][CH2:64][CH2:63]4)[C:55]([CH3:69])([CH3:68])[CH2:54]3)[C:24]3[N:29]=[C:28](Cl)[N:27]=[C:26]([NH:31][CH2:32][CH2:33][CH2:34][CH2:35][CH:36]4[CH2:41][C:40]([CH3:43])([CH3:42])[N:39]([O:44][CH:45]5[CH2:50][CH2:49][CH2:48][CH2:47][CH2:46]5)[C:38]([CH3:52])([CH3:51])[CH2:37]4)[N:25]=3)[CH2:10][C:9]2([CH3:100])[CH3:99])[CH2:6][CH2:5][CH2:4][CH2:3][CH2:2]1.[CH2:101]([CH2:103][NH2:104])[OH:102]>>[CH:1]1([O:7][N:8]2[C:13]([CH3:15])([CH3:14])[CH2:12][CH:11]([N:16]([C:70]3[N:75]=[C:74]([NH:104][CH2:103][CH2:101][OH:102])[N:73]=[C:72]([NH:77][CH2:78][CH2:79][CH2:80][CH2:81][CH:82]4[CH2:87][C:86]([CH3:89])([CH3:88])[N:85]([O:90][CH:91]5[CH2:96][CH2:95][CH2:94][CH2:93][CH2:92]5)[C:84]([CH3:98])([CH3:97])[CH2:83]4)[N:71]=3)[CH2:17][CH2:18][CH2:19][CH2:20][CH2:21][CH2:22][N:23]([CH:53]3[CH2:58][C:57]([CH3:60])([CH3:59])[N:56]([O:61][CH:62]4[CH2:67][CH2:66][CH2:65][CH2:64][CH2:63]4)[C:55]([CH3:69])([CH3:68])[CH2:54]3)[C:24]3[N:29]=[C:28]([NH:104][CH2:103][CH2:101][OH:102])[N:27]=[C:26]([NH:31][CH2:32][CH2:33][CH2:34][CH2:35][CH:36]4[CH2:41][C:40]([CH3:43])([CH3:42])[N:39]([O:44][CH:45]5[CH2:50][CH2:49][CH2:48][CH2:47][CH2:46]5)[C:38]([CH3:52])([CH3:51])[CH2:37]4)[N:25]=3)[CH2:10][C:9]2([CH3:100])[CH3:99])[CH2:6][CH2:5][CH2:4][CH2:3][CH2:2]1. Procedure: The title compound is prepared from the reaction of N,N'-bis(1-cyclohexyloxy-2,2,6,6-tetramethylpiperidin-4-yl)-N,N'-bis{2-chloro-4-[N-(1-cyclohexyloxy-2,2,6,6-tetramethylpiperidin-4-yl)butylamino]-1,3,5-triazin-6-yl}-1,6-hexanediamine and ethanolamine. Starting materials: BrC1=C(C(C=O)=CC=C1)O (3-bromosalicylaldehyde), ClC=1C=C(C=CC1Cl)B(O)O (3,4-dichlorophenylboronic acid), Cl.C(C)(C)(C)NCC=1C(=C(C=C(C1)C1=CC=C(C=C1)Cl)C1=CC(=C(C=C1)Cl)Cl)O (5′-((tert-Butylamino)methyl)-3″,4,4″-trichloro-[1,1′:3′,1″-terphenyl]-4′-ol hydrochloride). Yields the product ClC=1C=C(C=CC1Cl)C1=C(C(=CC=C1)C=O)O (3′,4′-Dichloro-2-hydroxy-[1,1′-biphenyl]-3-carbaldehyde). As a reaction SMILES: Br[C:2]1[CH:9]=[CH:8][CH:7]=[C:4]([CH:5]=[O:6])[C:3]=1[OH:10].[Cl:11][C:12]1[CH:13]=[C:14](B(O)O)[CH:15]=[CH:16][C:17]=1[Cl:18].Cl.C(NCC1C(O)=C(C2C=CC(Cl)=C(Cl)C=2)C=C(C2C=CC(Cl)=CC=2)C=1)(C)(C)C>>[Cl:11][C:12]1[CH:13]=[C:14]([C:2]2[CH:9]=[CH:8][CH:7]=[C:4]([CH:5]=[O:6])[C:3]=2[OH:10])[CH:15]=[CH:16][C:17]=1[Cl:18] |f:2.3|. Reported procedure: 3′,4′-Dichloro-2-hydroxy-[1,1′-biphenyl]-3-carbaldehyde was prepared from 3-bromosalicylaldehyde and 3,4-dichlorophenylboronic acid using the same procedure described in Intermediate 5. Starting materials: C(C)(C)(C)OC(\C=C\C1=CNC=C1)=O ((E)-3-(1H-pyrrol-3-yl)acrylic acid tert-butyl ester), C(C)(C)(C)OC(\C=C\C1=CNC=C1)=O ((E)-3-(1H-pyrrol-3-yl)acrylic acid tert-butyl ester), C1(=CC(=CC=C1)S(=O)(=O)Cl)C1=CC=CC=C1 (3-biphenylsulphonylchloride). Product: C(C)(C)(C)OC(\C=C\C1=CN(C=C1)S(=O)(=O)C=1C=C(C=CC1)C1=CC=CC=C1)=O ((E)-3-[1-(Biphenyl-3-sulfonyl)-1H-pyrrol-3-yl]-acrylic acid tert-butyl ester). As a reaction SMILES: [C:1]([O:5][C:6](=[O:14])/[CH:7]=[CH:8]/[C:9]1[CH:13]=[CH:12][NH:11][CH:10]=1)([CH3:4])([CH3:3])[CH3:2].[C:15]1([C:25]2[CH:30]=[CH:29][CH:28]=[CH:27][CH:26]=2)[CH:20]=[CH:19][CH:18]=[C:17]([S:21](Cl)(=[O:23])=[O:22])[CH:16]=1>>[C:1]([O:5][C:6](=[O:14])/[CH:7]=[CH:8]/[C:9]1[CH:13]=[CH:12][N:11]([S:21]([C:17]2[CH:16]=[C:15]([C:25]3[CH:26]=[CH:27][CH:28]=[CH:29][CH:30]=3)[CH:20]=[CH:19][CH:18]=2)(=[O:23])=[O:22])[CH:10]=1)([CH3:4])([CH3:2])[CH3:3]. Procedure: Starting from (E)-3-(1H-pyrrol-3-yl)-acrylic acid tert-butyl ester (compound D1) and art-known 3-biphenylsulphonylchloride the title compound can be obtained analogously or similarly as described for compound C1.